Dataset: the Open Reaction Database (ORD), a public repository of structured organic reaction records. Task: describe an organic reaction: reactants, conditions, products, and yield The reactants are FB(F)F, COc1ccc(C(O)c2cc(Br)ccc2Cl)c(F)c1F, CC[SiH](CC)CC, CCOCC, ClCCl. The product is COc1ccc(Cc2cc(Br)ccc2Cl)c(F)c1F. Reaction SMILES: [B:33]([F:34])([F:35])[F:36].[Br:1][c:2]1[cH:3][cH:4][c:5]([Cl:20])[c:6]([CH:8]([OH:9])[c:10]2[c:11]([F:19])[c:12]([F:18])[c:13]([O:16][CH3:17])[cH:14][cH:15]2)[cH:7]1.[CH2:21]([SiH:22]([CH2:23][CH3:24])[CH2:25][CH3:26])[CH3:27].[CH2:28]([O:29][CH2:30][CH3:31])[CH3:32].[CH2:37]([Cl:38])[Cl:39]>>[Br:1][c:2]1[cH:3][cH:4][c:5]([Cl:20])[c:6]([CH2:8][c:10]2[c:11]([F:19])[c:12]([F:18])[c:13]([O:16][CH3:17])[cH:14][cH:15]2)[cH:7]1. The reactants are C(C1=CC=CC=C1)N (benzyl amine), OC1=C(C=C(C=C1C(C)(C)C)C(C(=O)Cl)C)C(C)(C)C (4-hydroxy-3,5-di-tert.-butylphenyl-propionic acid-chloride). Run in CCCCCCC (heptane), CCCCCCC (heptane). Product: C(C1=CC=CC=C1)NC(C(C)C1=CC(=C(C(=C1)C(C)(C)C)O)C(C)(C)C)=O (4-hydroxy-3,5-di-tert.-butylphenyl-propionic acid-benzyl amide). Reaction SMILES: [CH2:1]([NH2:8])[C:2]1[CH:7]=[CH:6][CH:5]=[CH:4][CH:3]=1.[OH:9][C:10]1[C:15]([C:16]([CH3:19])([CH3:18])[CH3:17])=[CH:14][C:13]([CH:20]([CH3:24])[C:21](Cl)=[O:22])=[CH:12][C:11]=1[C:25]([CH3:28])([CH3:27])[CH3:26]>CCCCCCC>[CH2:1]([NH:8][C:21](=[O:22])[CH:20]([C:13]1[CH:14]=[C:15]([C:16]([CH3:17])([CH3:18])[CH3:19])[C:10]([OH:9])=[C:11]([C:25]([CH3:28])([CH3:27])[CH3:26])[CH:12]=1)[CH3:24])[C:2]1[CH:7]=[CH:6][CH:5]=[CH:4][CH:3]=1. Procedure details: To a solution of 22.4 g of benzyl amine (0.21 mol) in 100 ml of heptane 29.6 g of 4-hydroxy-3,5-di-tert.-butylphenyl-propionic acid-chloride (0.1 mol) -- dissolved in 200 ml of heptane -- were added dropwise at 20°C, then the solution was boiled under reflux for 3 hours. Working up followed in the manner described in Example 12. The reactants are C(C)(=O)O (acetic acid), Cl[Si](C)(C)Cl (dichlorodimethylsilane), CC=1OC(=CC1CO)C1=CC=C(C=C1)C(F)(F)F ({2-methyl-5-[4-(trifluoromethyl)phenyl]-3-furyl}methanol), C(C)OC(COC1=C(C=C(C=C1)S(=O)(=O)Cl)CC)=O (ethyl[4-(chlorosulfonyl)-2-ethylphenoxy]acetate), C(C)OC(COC1=C(C=C(C=C1)S(=O)(=O)Cl)CC)=O (ethyl[4-(chlorosulfonyl)-2-ethylphenoxy]acetate). Reagents/catalysts: [Zn] (zinc). Solvent: C(C)(=O)OCC (ethyl acetate), C(C)(=O)OCC (ethyl acetate), C(C)(=O)OCC (ethyl acetate). Conditions: temperature 60 celsius. The product is C(C)C1=C(OCC(=O)O)C=CC(=C1)SCC1=C(OC(=C1)C1=CC=C(C=C1)C(F)(F)F)C ({2-ethyl-4-[({2-methyl-5-[4-(trifluoromethyl)phenyl]-3-furyl}methyl)thio]phenoxy}acetic acid). RXN SMILES: C(O)(=O)C.C([O:7][C:8](=[O:23])[CH2:9][O:10][C:11]1[CH:16]=[CH:15][C:14]([S:17](Cl)(=O)=O)=[CH:13][C:12]=1[CH2:21][CH3:22])C.Cl[Si](Cl)(C)C.[CH3:29][C:30]1[O:31][C:32]([C:37]2[CH:42]=[CH:41][C:40]([C:43]([F:46])([F:45])[F:44])=[CH:39][CH:38]=2)=[CH:33][C:34]=1[CH2:35]O>C(OCC)(=O)C.[Zn]>[CH2:21]([C:12]1[CH:13]=[C:14]([S:17][CH2:35][C:34]2[CH:33]=[C:32]([C:37]3[CH:38]=[CH:39][C:40]([C:43]([F:46])([F:44])[F:45])=[CH:41][CH:42]=3)[O:31][C:30]=2[CH3:29])[CH:15]=[CH:16][C:11]=1[O:10][CH2:9][C:8]([OH:7])=[O:23])[CH3:22]. Procedure details: To a mixture of zinc (407 mg) in ethyl acetate (10 ml) stirred at 60° C. was added acetic acid (0.203 ml) followed by a solution of ethyl[4-(chlorosulfonyl)-2-ethylphenoxy]acetate (intermediate 111, 546 mg) in ethyl acetate. The reaction mixture was stirred 60° C. for 2 hours and then dichlorodimethylsilane (0.431 ml) was added drop-wise. After a further 90 minutes {2-methyl-5-[4-(trifluoromethyl)phenyl]-3-furyl}methanol (472 mg) was added and the reaction mixture stirred at reflux for 17 hours.... The reactants are N#CCc1ccc(Br)cc1, Cc1cc(Cl)c(OCCOc2ccc(CBr)cc2)c(Cl)c1. Yields the product Cc1cc(Cl)c(OCCOc2ccc(CC(C#N)c3ccc(Br)cc3)cc2)c(Cl)c1. Reaction SMILES: [Br:1][c:2]1[cH:3][cH:4][c:5]([CH2:8][C:9]#[N:10])[cH:6][cH:7]1.[Cl:11][c:12]1[c:13]([O:20][CH2:21][CH2:22][O:23][c:24]2[cH:25][cH:26][c:27]([CH2:30][Br:31])[cH:28][cH:29]2)[c:14]([Cl:19])[cH:15][c:16]([CH3:18])[cH:17]1>>[Br:1][c:2]1[cH:3][cH:4][c:5]([CH:8]([C:9]#[N:10])[CH2:30][c:27]2[cH:26][cH:25][c:24]([O:23][CH2:22][CH2:21][O:20][c:13]3[c:12]([Cl:11])[cH:17][c:16]([CH3:18])[cH:15][c:14]3[Cl:19])[cH:29][cH:28]2)[cH:6][cH:7]1. Starting materials: C(C)(=O)OCC1=NC=CC(=C1Cl)OC ((3-chloro-4-methoxypyridin-2-yl)methyl acetate), C([O-])([O-])=O.[K+].[K+] (potassium carbonate). Run in CO (methanol). Conditions: temperature 50 celsius, time 30 minute. Product: ClC=1C(=NC=CC1OC)CO ((3-Chloro-4-methoxypyridin-2-yl)methanol). Yield: 95.2%. RXN SMILES: C([O:4][CH2:5][C:6]1[C:11]([Cl:12])=[C:10]([O:13][CH3:14])[CH:9]=[CH:8][N:7]=1)(=O)C.C(=O)([O-])[O-].[K+].[K+]>CO>[Cl:12][C:11]1[C:6]([CH2:5][OH:4])=[N:7][CH:8]=[CH:9][C:10]=1[O:13][CH3:14] |f:1.2.3|. Procedure details: The above (3-chloro-4-methoxypyridin-2-yl)methyl acetate (570 mg) was dissolved in methanol (13 mL), and potassium carbonate (731 mg) was then added to the solution. The resulting mixture was stirred at 50° C. for 30 minutes. Thereafter, methanol was distilled away under reduced pressure, and water was then added to the residue, followed by extraction with chloroform three times. The organic layer was dried over anhydrous magnesium sulfate, and the solvent was then distilled away under reduced p... Starting materials: C=CCC1(Nc2ccccc2)CCC(=O)CC1, ClCCl, OCCc1c[nH]c2ccc(F)cc12, [Na+], [OH-], O=S(=O)(O)C(F)(F)F. RXN SMILES: [CH2:9]([CH:10]=[CH2:11])[C:12]1([NH:19][c:20]2[cH:21][cH:22][cH:23][cH:24][cH:25]2)[CH2:13][CH2:14][C:15](=[O:18])[CH2:16][CH2:17]1.[Cl:41][CH2:42][Cl:43].[F:26][c:27]1[cH:28][c:29]2[c:30]([CH2:36][CH2:37][OH:38])[cH:31][nH:32][c:33]2[cH:34][cH:35]1.[Na+:40].[OH-:39].[OH:1][S:2]([C:3]([F:4])([F:5])[F:6])(=[O:7])=[O:8]>>[CH2:9]([CH:10]=[CH2:11])[C:12]1([NH:19][c:20]2[cH:21][cH:22][cH:23][cH:24][cH:25]2)[CH2:13][CH2:14][C:15]2([CH2:16][CH2:17]1)[O:18][CH2:37][CH2:36][c:30]1[c:29]3[cH:28][c:27]([F:26])[cH:35][cH:34][c:33]3[nH:32][c:31]12. Yields the product C=CCC1(Nc2ccccc2)CCC2(CC1)OCCc1c2[nH]c2ccc(F)cc12. Reactants: ClC=1C=C(C2=C(N=C(O2)CC2=CC(=C(C(=C2)C(C)(C)C)O)C(C)(C)C)C1)C#C (5-chloro-2-(3,5-di-t-butyl-4-hydroxy-benzyl)-7-ethynyl-benzoxazole), BrC1=NC=CC=C1 (2-bromo-pyridine). Reagents/catalysts: Cl[Pd]([P](C1=CC=CC=C1)(C2=CC=CC=C2)C3=CC=CC=C3)([P](C4=CC=CC=C4)(C5=CC=CC=C5)C6=CC=CC=C6)Cl (bis(triphenylphosphine)palladium(II) dichloride), [Cu]I (copper (I) iodide). Solvent: C(C)N(CC)CC (triethylamine). Reaction conditions: temperature 90 celsius. Yields the product N1=C(C=CC=C1)C#CC=1OC2=C(N1)C=CC=C2 (pyridylethynylbenzoxazole). The yield is 224.0%. As a reaction SMILES: Cl[C:2]1[CH:3]=[C:4](C#C)[C:5]2[O:9][C:8]([CH2:10][C:11]3[CH:16]=[C:15](C(C)(C)C)[C:14](O)=[C:13](C(C)(C)C)[CH:12]=3)=[N:7][C:6]=2[CH:26]=1.BrC1C=CC=C[N:31]=1>C(N(CC)CC)C.Cl[Pd](Cl)([P](C1C=CC=CC=1)(C1C=CC=CC=1)C1C=CC=CC=1)[P](C1C=CC=CC=1)(C1C=CC=CC=1)C1C=CC=CC=1.[Cu]I>[N:31]1[CH:16]=[CH:15][CH:14]=[CH:13][C:12]=1[C:11]#[C:10][C:8]1[O:9][C:5]2[CH:4]=[CH:3][CH:2]=[CH:26][C:6]=2[N:7]=1 |^1:45,64|. Reported procedure: A suspension of 5-chloro-2-(3,5-di-t-butyl-4-hydroxy-benzyl)-7-ethynyl-benzoxazole (2.38 g, 6.0 mmol), 2-bromo-pyridine (0.66 ml, 98%, 6.6 mmol), bis(triphenylphosphine)palladium(II) dichloride (21.1 mg, 30 μmol) and copper (I) iodide (1.2 mg, 6 μmol) in triethylamine (12 ml) was heated at 90° C., under argon, for 1.5 hours. The triethylamine was removed in-vacuo and the residue dissolved in ether (100 ml). The organics were washed with water (50 ml), 1 N HCl (100 ml) and saturated aqueous sodiu...